This data is from the Open Reaction Database (ORD), a public repository of structured organic reaction records. The task is: describe an organic reaction: reactants, conditions, products, and yield The product is CC1OCC(c2ccccc2)N(CC(=O)[O-])C1=O, [Li+]. Reactants: C1CCOC1, CCOC(=O)CN1C(=O)C(C)OCC1c1ccccc1, Cl, [Li+], [OH-], O. Reaction SMILES: [CH2:24]1[O:25][CH2:26][CH2:27][CH2:28]1.[CH3:1][CH:2]1[O:3][CH2:4][CH:5]([c:15]2[cH:16][cH:17][cH:18][cH:19][cH:20]2)[N:6]([CH2:9][C:10](=[O:11])[O:12][CH2:13][CH3:14])[C:7]1=[O:8].[ClH:23].[Li+:22].[OH-:21].[OH2:29]>>[CH3:1][CH:2]1[O:3][CH2:4][CH:5]([c:15]2[cH:16][cH:17][cH:18][cH:19][cH:20]2)[N:6]([CH2:9][C:10](=[O:11])[O-:12])[C:7]1=[O:8].[Li+:22]. Reactants: CC(C)(C)OC(=O)N1CC(O)C(S(=O)(=O)c2ccc(OCc3ccccc3)cc2)C1, ClCCl, O=[Cr](=O)([O-])O[Cr](=O)(=O)[O-], c1cc[nH+]cc1, c1cc[nH+]cc1. The product is CC(C)(C)OC(=O)N1CC(=O)C(S(=O)(=O)c2ccc(OCc3ccccc3)cc2)C1. Reaction SMILES: [C:1]([CH3:2])([CH3:3])([CH3:4])[O:5][C:6](=[O:7])[N:8]1[CH2:9][CH:10]([S:14](=[O:15])(=[O:16])[c:17]2[cH:18][cH:19][c:20]([O:23][CH2:24][c:25]3[cH:26][cH:27][cH:28][cH:29][cH:30]3)[cH:21][cH:22]2)[CH:11]([OH:13])[CH2:12]1.[Cl:52][CH2:53][Cl:54].[Cr:31]([O:32][Cr:33]([O-:34])(=[O:35])=[O:36])([O-:37])(=[O:38])=[O:39].[nH+:40]1[cH:41][cH:42][cH:43][cH:44][cH:45]1.[nH+:46]1[cH:47][cH:48][cH:49][cH:50][cH:51]1>>[C:1]([CH3:2])([CH3:3])([CH3:4])[O:5][C:6](=[O:7])[N:8]1[CH2:9][CH:10]([S:14](=[O:15])(=[O:16])[c:17]2[cH:18][cH:19][c:20]([O:23][CH2:24][c:25]3[cH:26][cH:27][cH:28][cH:29][cH:30]3)[cH:21][cH:22]2)[C:11](=[O:13])[CH2:12]1. Reactants: FC(C=1C=C(C=C(C1)C(F)(F)F)[C@@H](C)O[C@@H]1[C@H]([C@@H]2CNC[C@@H]2CC1)C1=CC=C(C=C1)F)(F)F ((3aR,4R,5S,7aR)-5-{(1R)-1-[3,5-bis(trifluoromethyl)phenyl]ethoxy}-4-(4-fluorophenyl)octahydro-1H-isoindole), C=O (formaldehyde), C(C)(=O)[O-].[Na+] (sodium acetate), [BH4-].[Na+] (NaBH4). Solvent: CO (methanol), O (water). Run at time 10 minute. Yields the product FC(C=1C=C(C=C(C1)C(F)(F)F)[C@@H](C)O[C@@H]1[C@H]([C@@H]2CN(C[C@@H]2CC1)C)C1=CC=C(C=C1)F)(F)F ((3aR,4R,5S,7aR)-5-{(1R)-1-[3,5-bis(Trifluoromethyl)phenyl]ethoxy}-4-(4-fluorophenyl)-2-methyloctahydro-1H-isoindole). As a reaction SMILES: [F:1][C:2]([F:33])([F:32])[C:3]1[CH:4]=[C:5]([C@H:13]([O:15][C@H:16]2[CH2:24][CH2:23][C@@H:22]3[C@@H:18]([CH2:19][NH:20][CH2:21]3)[C@@H:17]2[C:25]2[CH:30]=[CH:29][C:28]([F:31])=[CH:27][CH:26]=2)[CH3:14])[CH:6]=[C:7]([C:9]([F:12])([F:11])[F:10])[CH:8]=1.C=O.[C:36]([O-])(=O)C.[Na+].[BH4-].[Na+]>CO.O>[F:33][C:2]([F:1])([F:32])[C:3]1[CH:4]=[C:5]([C@H:13]([O:15][C@H:16]2[CH2:24][CH2:23][C@@H:22]3[C@@H:18]([CH2:19][N:20]([CH3:36])[CH2:21]3)[C@@H:17]2[C:25]2[CH:26]=[CH:27][C:28]([F:31])=[CH:29][CH:30]=2)[CH3:14])[CH:6]=[C:7]([C:9]([F:12])([F:10])[F:11])[CH:8]=1 |f:2.3,4.5|. Reported procedure: To a solution of 30 mg (0.063 mmol) of (3aR,4R,5S,7aR)-5-{(1R)-1-[3,5-bis(trifluoromethyl)phenyl]ethoxy}-4-(4-fluorophenyl)octahydro-1H-isoindole (Example 2) in ˜2 mL methanol was added ˜20 mg (excess) aq. formaldehyde and 40 mg sodium acetate. The resulting mixture was stirred at RT for 10 min then 20 mg of NaBH4 was added. The resulting mixture was stirred at RT for 1 hr then water was added. The methanol was evaporated under vacuum and residue extracted with ether (2×25 mL). The combined extr...